Dataset: the Open Reaction Database (ORD), a public repository of structured organic reaction records. Task: describe an organic reaction: reactants, conditions, products, and yield Starting materials: O=C([O-])[O-], CCOC(C)=O, CN(C)C=O, CCOC(=O)CCl, [K+], [K+], CN(Cc1cccnc1)C(=O)C=Cc1ccc(O)cc1. Yields the product CCOC(=O)COc1ccc(C=CC(=O)N(C)Cc2cccnc2)cc1. RXN SMILES: [C:21](=[O:22])([O-:23])[O-:24].[CH3:34][CH2:35][O:36][C:37](=[O:38])[CH3:39].[CH3:40][N:41]([CH3:42])[CH:43]=[O:44].[Cl:27][CH2:28][C:29](=[O:30])[O:31][CH2:32][CH3:33].[K+:25].[K+:26].[OH:1][c:2]1[cH:3][cH:4][c:5]([CH:8]=[CH:9][C:10](=[O:11])[N:12]([CH2:13][c:14]2[cH:15][n:16][cH:17][cH:18][cH:19]2)[CH3:20])[cH:6][cH:7]1>>[O:1]([c:2]1[cH:3][cH:4][c:5]([CH:8]=[CH:9][C:10](=[O:11])[N:12]([CH2:13][c:14]2[cH:15][n:16][cH:17][cH:18][cH:19]2)[CH3:20])[cH:6][cH:7]1)[CH2:28][C:29](=[O:30])[O:31][CH2:32][CH3:33].